Task: describe an organic reaction: reactants, conditions, products, and yield. Dataset: the Open Reaction Database (ORD), a public repository of structured organic reaction records Starting materials: [Br-], CCN(CC)c1ccc(N)cc1, CC[Mg+], C1CCOC1, COC(=O)C1(C)CCc2cccc(OC)c2C1. Product: CCN(CC)c1ccc(NC(=O)C2(C)CCc3cccc(OC)c3C2)cc1. RXN SMILES: [Br-:30].[CH2:18]([CH3:19])[N:20]([c:21]1[cH:22][cH:23][c:24]([NH2:27])[cH:25][cH:26]1)[CH2:28][CH3:29].[CH2:31]([Mg+:32])[CH3:33].[CH2:34]1[O:35][CH2:36][CH2:37][CH2:38]1.[CH3:1][O:2][C:3](=[O:4])[C:5]1([CH3:17])[CH2:6][c:7]2[c:8]([O:15][CH3:16])[cH:9][cH:10][cH:11][c:12]2[CH2:13][CH2:14]1>>[C:3](=[O:4])([C:5]1([CH3:17])[CH2:6][c:7]2[c:8]([O:15][CH3:16])[cH:9][cH:10][cH:11][c:12]2[CH2:13][CH2:14]1)[NH:27][c:24]1[cH:23][cH:22][c:21]([N:20]([CH2:18][CH3:19])[CH2:28][CH3:29])[cH:26][cH:25]1. Reactants: CCOC(=O)c1cn2c3c(c(F)c(F)cc3c1=O)OCN2C, CS(C)=O, CC(=O)NCC1CN(c2ccc(N3CCNCC3)c(F)c2)C(=O)O1, c1ccncc1. The product is CCOC(=O)c1cn2c3c(c(N4CCN(c5ccc(N6CC(CNC(C)=O)OC6=O)cc5F)CC4)c(F)cc3c1=O)OCN2C. As a reaction SMILES: [CH2:1]([CH3:2])[O:3][C:4](=[O:5])[c:6]1[cH:7][n:8]2[c:19]3[c:12]([c:13]([F:21])[c:14]([F:20])[cH:15][c:16]3[c:17]1=[O:18])[O:11][CH2:10][N:9]2[CH3:22].[CH3:53][S:54]([CH3:55])=[O:56].[F:23][c:24]1[cH:25][c:26]([N:36]2[C:37](=[O:46])[O:38][CH:39]([CH2:41][NH:42][C:43]([CH3:44])=[O:45])[CH2:40]2)[cH:27][cH:28][c:29]1[N:30]1[CH2:31][CH2:32][NH:33][CH2:34][CH2:35]1.[cH:47]1[cH:48][cH:49][n:50][cH:51][cH:52]1>>[CH2:1]([CH3:2])[O:3][C:4](=[O:5])[c:6]1[cH:7][n:8]2[c:19]3[c:12]([c:13]([N:33]4[CH2:32][CH2:31][N:30]([c:29]5[c:24]([F:23])[cH:25][c:26]([N:36]6[C:37](=[O:46])[O:38][CH:39]([CH2:41][NH:42][C:43]([CH3:44])=[O:45])[CH2:40]6)[cH:27][cH:28]5)[CH2:35][CH2:34]4)[c:14]([F:20])[cH:15][c:16]3[c:17]1=[O:18])[O:11][CH2:10][N:9]2[CH3:22]. The reactants are CCN(C(C)C)C(C)C, ClCCl, O=C(O)c1ccc(F)cc1F, CC(C)(C)OC(=O)N1CCNCC1, O, On1nnc2ccccc21. Product: CC(C)(C)OC(=O)N1CCN(C(=O)c2ccc(F)cc2F)CC1. As a reaction SMILES: [CH:12]([N:13]([CH2:14][CH3:15])[CH:16]([CH3:17])[CH3:18])([CH3:19])[CH3:20].[Cl:44][CH2:45][Cl:46].[F:1][c:2]1[c:3]([C:4](=[O:5])[OH:6])[cH:7][cH:8][c:9]([F:11])[cH:10]1.[N:31]1([C:37](=[O:38])[O:39][C:40]([CH3:41])([CH3:42])[CH3:43])[CH2:32][CH2:33][NH:34][CH2:35][CH2:36]1.[OH2:47].[OH:21][n:22]1[c:23]2[c:24]([cH:25][cH:26][cH:27][cH:28]2)[n:29][n:30]1>>[F:1][c:2]1[c:3]([C:4](=[O:6])[N:34]2[CH2:33][CH2:32][N:31]([C:37](=[O:38])[O:39][C:40]([CH3:41])([CH3:42])[CH3:43])[CH2:36][CH2:35]2)[cH:7][cH:8][c:9]([F:11])[cH:10]1. Starting materials: CCCC[N+](CCCC)(CCCC)CCCC, CC(C)C(NC(=O)OC(C)(C)C)C(=O)OCC(C)(C)C(=O)O, ClCI, C1COCCO1, [OH-]. Product: CC(C)C(NC(=O)OC(C)(C)C)C(=O)OCC(C)(C)C(=O)OCCl. As a reaction SMILES: [CH2:24]([N+:25]([CH2:26][CH2:27][CH2:28][CH3:29])([CH2:30][CH2:31][CH2:32][CH3:33])[CH2:34][CH2:35][CH2:36][CH3:37])[CH2:38][CH2:39][CH3:40].[CH3:1][C:2]([C:3](=[O:4])[OH:5])([CH2:6][O:7][C:8]([CH:9]([NH:10][C:11](=[O:12])[O:13][C:14]([CH3:15])([CH3:16])[CH3:17])[CH:18]([CH3:19])[CH3:20])=[O:21])[CH3:22].[Cl:41][CH2:42][I:43].[O:44]1[CH2:45][CH2:46][O:47][CH2:48][CH2:49]1.[OH-:23]>>[CH3:1][C:2]([C:3]([O:4][CH2:42][Cl:41])=[O:5])([CH2:6][O:7][C:8]([CH:9]([NH:10][C:11](=[O:12])[O:13][C:14]([CH3:15])([CH3:16])[CH3:17])[CH:18]([CH3:19])[CH3:20])=[O:21])[CH3:22]. Reactants: ester, FC(C(=O)O)(F)F.C(C)(C)NC(=O)COC=1C=C(C(=O)C2=NC=C(C3=CC(=C(C=C23)OC)OC)C(=O)O)C=CC1 (1-[3-(Isopropylcarbamoyl-methoxy)-benzoyl]-6,7-dimethoxy-isoquinoline-4-carboxylic acid; compound with trifluoro-acetic acid), CC(C1=CC=CC=C1)N (α-methylbenzyl amine). Run in C(Cl)Cl (methylene chloride). Reaction conditions: time 15 minute. Product: FC(C(=O)O)(F)F.COC=1C=C2C(=CN=C(C2=CC1OC)C(C1=CC(=CC=C1)OCC(NC(C)C1=CC=CC=C1)=O)=O)C(=O)O (6,7-Dimethoxy-1-{3-[(1-phenyl-ethylcarbamoyl)-methoxy]-benzoyl}-isoquinoline-4-carboxylic acid; compound with trifluoro-acetic acid). Reaction SMILES: [F:1][C:2]([F:7])([F:6])[C:3]([OH:5])=[O:4].[CH:8]([NH:11][C:12]([CH2:14][O:15][C:16]1[CH:17]=[C:18]([CH:38]=[CH:39][CH:40]=1)[C:19]([C:21]1[C:30]2[C:25](=[CH:26][C:27]([O:33][CH3:34])=[C:28]([O:31][CH3:32])[CH:29]=2)[C:24]([C:35]([OH:37])=[O:36])=[CH:23][N:22]=1)=[O:20])=[O:13])([CH3:10])[CH3:9].[CH3:41][CH:42](N)[C:43]1C=CC=[CH:45][CH:44]=1>C(Cl)Cl>[F:1][C:2]([F:7])([F:6])[C:3]([OH:5])=[O:4].[CH3:34][O:33][C:27]1[CH:26]=[C:25]2[C:30](=[CH:29][C:28]=1[O:31][CH3:32])[C:21]([C:19](=[O:20])[C:18]1[CH:38]=[CH:39][CH:40]=[C:16]([O:15][CH2:14][C:12](=[O:13])[NH:11][CH:8]([C:10]3[CH:45]=[CH:44][CH:43]=[CH:42][CH:41]=3)[CH3:9])[CH:17]=1)=[N:22][CH:23]=[C:24]2[C:35]([OH:37])=[O:36] |f:0.1,4.5|. Reported procedure: The resin bound activated ester (intermediate in the preparation of 1-[3-(Isopropylcarbamoyl-methoxy)-benzoyl]-6,7-dimethoxy-isoquinoline-4-carboxylic acid; compound with trifluoro-acetic acid (Example 37)) (225 mg, 0.19 mmol) was combined with 3 ml of methylene chloride and 0.05 ml of α-methylbenzyl amine (0.4 mmol). The mixture was shaken for 15 minutes under argon at room temperature. The mixture was filtered and the filter cake was washed with methylene chloride. The filtrate was evaporated ... Starting materials: COC(CCC1=NC(=CC=C1OCCCC\C=C\C1=CC=C(C=C1)OC)CCCCCO)=O (3-{6-(5-hydroxypentyl)-3-[6-(4-methoxyphenyl)-(5E)-5-hexenyloxy]-2-pyridyl}-propionic acid methyl ester), 2n, [OH-].[Na+] (sodium hydroxide). Run in CO (methanol). The product is OCCCCCC1=CC=C(C(=N1)CCC(=O)O)OCCCC\C=C\C1=CC=C(C=C1)OC (3-{6-(5-Hydroxypentyl)-3-[6-(4-methoxyphenyl)-(5E)-5-hexenyloxy]-2pyridyl}-propionic acid). Yield: 83.1%. As a reaction SMILES: C[O:2][C:3](=[O:33])[CH2:4][CH2:5][C:6]1[C:11]([O:12][CH2:13][CH2:14][CH2:15][CH2:16]/[CH:17]=[CH:18]/[C:19]2[CH:24]=[CH:23][C:22]([O:25][CH3:26])=[CH:21][CH:20]=2)=[CH:10][CH:9]=[C:8]([CH2:27][CH2:28][CH2:29][CH2:30][CH2:31][OH:32])[N:7]=1.[OH-].[Na+]>CO>[OH:32][CH2:31][CH2:30][CH2:29][CH2:28][CH2:27][C:8]1[N:7]=[C:6]([CH2:5][CH2:4][C:3]([OH:33])=[O:2])[C:11]([O:12][CH2:13][CH2:14][CH2:15][CH2:16]/[CH:17]=[CH:18]/[C:19]2[CH:20]=[CH:21][C:22]([O:25][CH3:26])=[CH:23][CH:24]=2)=[CH:10][CH:9]=1 |f:1.2|. Procedure: Under the conditions of example 3 C, 400 mg of 3-{6-(5-hydroxypentyl)-3-[6-(4-methoxyphenyl)-(5E)-5-hexenyloxy]-2-pyridyl}-propionic acid methyl ester in 20 ml of methanol is saponified with 12 ml of 2n sodium hydroxide solution and worked up. 322 mg of the title compound is obtained as oil. Reactants: [BH4-], C1CCOC1, [Li+], CCOC(=O)c1nc2ccccn2n1. Product: OCc1nc2ccccn2n1. RXN SMILES: [BH4-:15].[CH2:17]1[O:18][CH2:19][CH2:20][CH2:21]1.[Li+:16].[n:1]1[c:2]([C:10](=[O:11])[O:12][CH2:13][CH3:14])[n:3][n:4]2[c:5]1[cH:6][cH:7][cH:8][cH:9]2>>[n:1]1[c:2]([CH2:10][OH:11])[n:3][n:4]2[c:5]1[cH:6][cH:7][cH:8][cH:9]2. As a reaction SMILES: [CH3:1][c:2]1[cH:3][cH:4][c:5]([S:8](=[O:9])(=[O:10])[O:11][CH2:12][CH:13]([CH2:14][c:15]2[c:16]([OH:28])[c:17]([CH2:21][c:22]3[cH:23][cH:24][cH:25][cH:26][cH:27]3)[cH:18][cH:19][cH:20]2)[OH:29])[cH:6][cH:7]1.[c:30]1([P:31]([c:32]2[cH:33][cH:34][cH:35][cH:36][cH:37]2)[c:38]2[cH:39][cH:40][cH:41][cH:42][cH:43]2)[cH:44][cH:45][cH:46][cH:47][cH:48]1>>[CH3:1][c:2]1[cH:3][cH:4][c:5]([S:8](=[O:9])(=[O:10])[O:11][CH2:12][CH:13]2[CH2:14][c:15]3[c:16]([c:17]([CH2:21][c:22]4[cH:23][cH:24][cH:25][cH:26][cH:27]4)[cH:18][cH:19][cH:20]3)[O:29]2)[cH:6][cH:7]1. The product is Cc1ccc(S(=O)(=O)OCC2Cc3cccc(Cc4ccccc4)c3O2)cc1. Starting materials: Cc1ccc(S(=O)(=O)OCC(O)Cc2cccc(Cc3ccccc3)c2O)cc1, c1ccc(P(c2ccccc2)c2ccccc2)cc1.